Task: describe an organic reaction: reactants, conditions, products, and yield. Dataset: the Open Reaction Database (ORD), a public repository of structured organic reaction records The reactants are C(C)(=O)OCC (ethyl acetate), C=O (para formaldehyde), [O-]CC.[Na+] (sodium ethoxide), C(C)OC(CC1=NC(=CC=C1)Br)=O ((6-bromo-pyridin-2-yl)-acetic acid ethyl ester). The solvent is C1CCOC1 (THF), CCCCCC (hexane). Conditions: time 4 hour. Product: C(C)OC(C(CO)(CO)C1=NC(=CC=C1)Br)=O (2-(6-Bromo-pyridin-2-yl)-3-hydroxy-2-hydroxymethyl-propionic acid ethyl ester). Reaction SMILES: C=O.[O-:3][CH2:4]C.[Na+].[CH2:7]([O:9][C:10](=[O:19])[CH2:11][C:12]1[CH:17]=[CH:16][CH:15]=[C:14]([Br:18])[N:13]=1)[CH3:8].[C:20](OCC)(=[O:22])C>C1COCC1.CCCCCC>[CH2:7]([O:9][C:10](=[O:19])[C:11]([C:12]1[CH:17]=[CH:16][CH:15]=[C:14]([Br:18])[N:13]=1)([CH2:4][OH:3])[CH2:20][OH:22])[CH3:8] |f:1.2|. Reported procedure: To the solution of para formaldehyde (9.6 g, 319.55 mmol) and sodium ethoxide (0.87 g, 12.784 mmol) in dry THF (250 ml) was added (6-bromo-pyridin-2-yl)-acetic acid ethyl ester (31.2 g, 127.82 mmol) at 0° C. to −10° C. and allowed the reaction mixture to stir at same temperature for 4 h. Solids formed in the reaction mixture were filtered and washed with ethyl acetate and the filtrate was concentrated to obtain crude product as a brown liquid. Yield=30.0 g (crude). TLC (30% ethyl acetate in hexa... Starting materials: C1CCOC1, COc1ccc(S(=O)(=O)Nc2cc(C(C)O)ccc2Cl)cc1OC, ClCCl, O=[Mn]=O. Product: COc1ccc(S(=O)(=O)Nc2cc(C(C)=O)ccc2Cl)cc1OC. As a reaction SMILES: [CH2:28]1[O:29][CH2:30][CH2:31][CH2:32]1.[Cl:1][c:2]1[c:3]([NH:11][S:12](=[O:13])(=[O:14])[c:15]2[cH:16][c:17]([O:23][CH3:24])[c:18]([O:21][CH3:22])[cH:19][cH:20]2)[cH:4][c:5]([CH:8]([CH3:9])[OH:10])[cH:6][cH:7]1.[Cl:25][CH2:26][Cl:27].[O:33]=[Mn:34]=[O:35]>>[Cl:1][c:2]1[c:3]([NH:11][S:12](=[O:13])(=[O:14])[c:15]2[cH:16][c:17]([O:23][CH3:24])[c:18]([O:21][CH3:22])[cH:19][cH:20]2)[cH:4][c:5]([C:8]([CH3:9])=[O:10])[cH:6][cH:7]1.